Dataset: the Open Reaction Database (ORD), a public repository of structured organic reaction records. Task: describe an organic reaction: reactants, conditions, products, and yield Reactants: CCOC(=O)/N=N/C(=O)OCC (Diethylazodicarboxylate), BrC1=C(C(=CC(=C1)C1=C2C=CC=CC2=C(C=2SC(=C(C21)C)C)Br)Br)O (2,6dibromo-4-(9-bromo-2,3-dimethyl-naphtho[2,3-b]thiophen-4-yl)-phenol), O[C@H](C(=O)OC)CC1=CC=CC=C1 ((S)-2-hydroxy-3-phenylpropionic acid, methyl ester), C1(=CC=CC=C1)P(C1=CC=CC=C1)C1=CC=CC=C1 (triphenylphosphine). Solvent: C1=CC=CC=C1 (benzene), CCOCC (ether). Reaction conditions: temperature 80 celsius. The product is COC([C@@H](CC1=CC=CC=C1)OC1=C(C=C(C=C1Br)C1=C2C=CC=CC2=C(C=2SC(=C(C21)C)C)Br)Br)=O ((R)-2-[2,6-Dibromo-4-(9-bromo-2,3-dimethyl-naphtho[2,3-b]thiophen-4-yl)-phenoxy]3-phenyl-propionic acid methyl ester). The yield is 97.4%. RXN SMILES: CCOC(/N=N/C(OCC)=O)=O.[Br:13][C:14]1[CH:19]=[C:18]([C:20]2[C:32]3[C:31]([CH3:33])=[C:30]([CH3:34])[S:29][C:28]=3[C:27]([Br:35])=[C:26]3[C:21]=2[CH:22]=[CH:23][CH:24]=[CH:25]3)[CH:17]=[C:16]([Br:36])[C:15]=1[OH:37].O[C@@H:39]([CH2:44][C:45]1[CH:50]=[CH:49][CH:48]=[CH:47][CH:46]=1)[C:40]([O:42][CH3:43])=[O:41].C1(P(C2C=CC=CC=2)C2C=CC=CC=2)C=CC=CC=1>CCOCC.C1C=CC=CC=1>[CH3:43][O:42][C:40](=[O:41])[C@H:39]([O:37][C:15]1[C:16]([Br:36])=[CH:17][C:18]([C:20]2[C:32]3[C:31]([CH3:33])=[C:30]([CH3:34])[S:29][C:28]=3[C:27]([Br:35])=[C:26]3[C:21]=2[CH:22]=[CH:23][CH:24]=[CH:25]3)=[CH:19][C:14]=1[Br:13])[CH2:44][C:45]1[CH:46]=[CH:47][CH:48]=[CH:49][CH:50]=1. Procedure: Diethylazodicarboxylate (0.262 mL, 1.67 mmol) was added dropwise to a stirred, room temperature solution of 2,6dibromo-4-(9-bromo-2,3-dimethyl-naphtho[2,3-b]thiophen-4-yl)-phenol (0.60 g, 1.11 mmol), and (S)-2-hydroxy-3-phenylpropionic acid, methyl ester (0.300 g, 1.67 mmol), triphenylphosphine (0.437 g, 1.67 mmol) and benzene (5 mL) and the solution was heated in an 80° C. oil bath for 6 h. Upon cooling to room temperature, the reaction mixture was diluted with ether and silica gel (30 mL) was ... The reactants are O (water), C(#N)C=1C=C(SC1)C=O (4-cyanothiophene-2-carbaldehyde), Cl.NO (hydroxylamine hydrochloride), C([O-])([O-])=O.[Na+].[Na+] (sodium carbonate). Run in CO (methanol). Run at temperature 10 celsius, time 2 hour. Yields the product C(#N)C=1C=C(SC1)C=NO (4-Cyanothiophene-2-carbaldehyde oxime). The yield is 97.1%. As a reaction SMILES: [C:1]([C:3]1[CH:4]=[C:5]([CH:8]=O)[S:6][CH:7]=1)#[N:2].C(=O)([O-])[O-].[Na+].[Na+].Cl.[NH2:17][OH:18].O>CO>[C:1]([C:3]1[CH:4]=[C:5]([CH:8]=[N:17][OH:18])[S:6][CH:7]=1)#[N:2] |f:1.2.3,4.5|. Reported procedure: 11.6 g (84.6 mmol) of 4-cyanothiophene-2-carbaldehyde were dissolved in 140 ml of methanol and 12.3 g (116.1 mmol) of sodium carbonate were added. 6.5 [lacuna] (93.5 mmol) of hydroxylamine hydrochloride were subsequently added at 15° C. with cooling, a little at a time, and the mixture was stirred for 2 hours at 10° C. After 80 ml of water had been added, the reaction mixture was extracted five times using in each case 50 ml of diethyl ether, the organic phase was dried over sodium sulfate and t...